Task: describe an organic reaction: reactants, conditions, products, and yield. Dataset: the Open Reaction Database (ORD), a public repository of structured organic reaction records The reactants are N(=O)[O-].[Na+] (NaNO2), C1(=CC=CC=C1)C1CCN(CC1)C1=C(C=2N(C=C1)C(=CN2)CC(F)(F)F)N (7-(4-Phenyl-piperidin-1-yl)-3-(2,2,2-trifluoro-ethyl)-imidazo[1,2-a]pyridin-8-ylamine), Cl (chlorhydric acid), [NH4+].[OH-].O (NH4OH H2O). The reagents and catalysts are Cl[Cu] (CuCl). Reaction conditions: temperature 0 celsius, time 16 hour. The product is ClC=1C=2N(C=CC1N1CCC(CC1)C1=CC=CC=C1)C(=CN2)CC(F)(F)F (8-Chloro-7-(4-phenyl-piperidin-1-yl)-3-(2,2,2-trifluoro-ethyl)-imidazo[1,2-a]pyridine). RXN SMILES: [C:1]1([CH:7]2[CH2:12][CH2:11][N:10]([C:13]3[CH:18]=[CH:17][N:16]4[C:19]([CH2:22][C:23]([F:26])([F:25])[F:24])=[CH:20][N:21]=[C:15]4[C:14]=3N)[CH2:9][CH2:8]2)[CH:6]=[CH:5][CH:4]=[CH:3][CH:2]=1.N([O-])=O.[Na+].[NH4+].[OH-].O.[ClH:35]>Cl[Cu]>[Cl:35][C:14]1[C:15]2[N:16]([C:19]([CH2:22][C:23]([F:26])([F:25])[F:24])=[CH:20][N:21]=2)[CH:17]=[CH:18][C:13]=1[N:10]1[CH2:11][CH2:12][CH:7]([C:1]2[CH:6]=[CH:5][CH:4]=[CH:3][CH:2]=2)[CH2:8][CH2:9]1 |f:1.2,3.4.5|. Procedure details: A solution of intermediate D50 (0.05 g, 0.134 mmol) in chlorhydric acid 12N was stirred at room temperature for 10 min. Then after cooling to 0° C., NaNO2 (0.184 mg, 2.671 mmol) was slowly added, followed by CuCl (104.024 mg, 0.14 mmol). The reaction mixture was then stirred at room temperature for 16 h. The reaction was further heated at 80° C. for 90 min., cooled, poured into a mixture of NH4OH:H2O 1:1 and then extracted with DCM. The combined organic phase was dried (Na2SO4) and the solvent e... Starting materials: COCC(C(C(=O)OC)(C)CC(=O)C)=O (methyl 4-methoxy-2-acetonyl-2-methylacetoacetate), C(=O)([O-])[O-].[Na+].[Na+] (Na2CO3). Product: COC=1C(C(CC1C)C)=O (2-methoxy-3,5-dimethyl-2-cyclopenten-1-one). Yield: 75.9%. As a reaction SMILES: [CH3:1][O:2][CH2:3][C:4](=[O:15])[C:5]([CH2:11][C:12]([CH3:14])=O)([CH3:10])C(OC)=O.C([O-])([O-])=O.[Na+].[Na+]>>[CH3:1][O:2][C:3]1[C:4](=[O:15])[CH:5]([CH3:10])[CH2:11][C:12]=1[CH3:14] |f:1.2.3|. Reported procedure: 5.40 g (25 mmol) of methyl 4-methoxy-2-acetonyl-2-methylacetoacetate are held at reflux temperature for 21/2 hours with 106 ml (12.5 mmol) of 2.5% Na2CO3 solution. The reaction mixture is extracted 3 times with 150 ml of CH2Cl2 each time. The combined organic phases are dried over magnesium sulphate and concentrated on a rotary evaporator to give 2.66 g (76%) of 2-methoxy-3,5-dimethyl-2-cyclopenten-1-one, content: 96.7%. Starting materials: ice, OC1CC(N(C1)CC(=O)O)=O (4-hydroxy-2-oxo-1-pyrrolidineacetic acid), NCC(=O)N (glycinamide), C1(CCCCC1)N=C=NC1CCCCC1 (dicyclohexylcarbodiimide). Run in CN(C=O)C (dimethylformamide). Reaction conditions: time 5 hour. Product: OC1CC(N(C1)CC(=O)NCC(=O)N)=O (2-(4-Hydroxy-2-oxo-1-pyrrolidineacetamido)acetamide). Isolated yield 51.8%. Reaction SMILES: [OH:1][CH:2]1[CH2:6][N:5]([CH2:7][C:8]([OH:10])=O)[C:4](=[O:11])[CH2:3]1.[NH2:12][CH2:13][C:14]([NH2:16])=[O:15].C1(N=C=NC2CCCCC2)CCCCC1>CN(C)C=O>[OH:1][CH:2]1[CH2:6][N:5]([CH2:7][C:8]([NH:12][CH2:13][C:14]([NH2:16])=[O:15])=[O:10])[C:4](=[O:11])[CH2:3]1. Reported procedure: To an ice-cold mixture of 4-hydroxy-2-oxo-1-pyrrolidineacetic acid (1 g) and glycinamide (700 mg) in dimethylformamide (20 ml), dicyclohexylcarbodiimide (1.3 g) was added at once. Stirring was continued for 5 hours at room temperature, then the solvent was removed under vacuum. The residue was suspended in water (20 ml) and stirred for 30 minutes at room temperature. The insoluble material was filtered off and the filtrate evaporated to dryness. The residue was triturated with 2-propanol to yiel...